This data is from the Open Reaction Database (ORD), a public repository of structured organic reaction records. The task is: describe an organic reaction: reactants, conditions, products, and yield The reactants are CC(C)C(=O)c1cn(Cc2c(F)cccc2F)c2sc(-c3ccc([N+](=O)[O-])cc3)c(CN(C)Cc3ccccc3)c2c1=O, CCO, CCOC(C)=O, Cl, [Fe], [Na+], O, O=C([O-])O. The product is CC(C)C(=O)c1cn(Cc2c(F)cccc2F)c2sc(-c3ccc(N)cc3)c(CN(C)Cc3ccccc3)c2c1=O. RXN SMILES: [CH2:1]([c:2]1[cH:3][cH:4][cH:5][cH:6][cH:7]1)[N:8]([CH3:9])[CH2:10][c:11]1[c:12](-[c:35]2[cH:36][cH:37][c:38]([N+:41]([O-:42])=[O:43])[cH:39][cH:40]2)[s:13][c:14]2[n:15]([CH2:26][c:27]3[c:28]([F:34])[cH:29][cH:30][cH:31][c:32]3[F:33])[cH:16][c:17]([C:21]([CH:22]([CH3:23])[CH3:24])=[O:25])[c:18](=[O:20])[c:19]12.[CH3:44][CH2:45][OH:46].[CH3:55][CH2:56][O:57][C:58](=[O:59])[CH3:60].[ClH:47].[Fe:54].[Na+:48].[OH2:53].[OH:49][C:50](=[O:51])[O-:52]>>[CH2:1]([c:2]1[cH:3][cH:4][cH:5][cH:6][cH:7]1)[N:8]([CH3:9])[CH2:10][c:11]1[c:12](-[c:35]2[cH:36][cH:37][c:38]([NH2:41])[cH:39][cH:40]2)[s:13][c:14]2[n:15]([CH2:26][c:27]3[c:28]([F:34])[cH:29][cH:30][cH:31][c:32]3[F:33])[cH:16][c:17]([C:21]([CH:22]([CH3:23])[CH3:24])=[O:25])[c:18](=[O:20])[c:19]12. The reactants are COC=1C=C(C=CC1)C1=CC=2N(N=CC2S1)COCC[Si](C)(C)C (5-(3-methoxy-phenyl)-1-(2-trimethylsilanyl-ethoxymethyl)-1H-thieno[3,2-c]pyrazole), COC=1C=C(C=CC1)C1=CC2=NN(C=C2S1)COCC[Si](C)(C)C (5-(3-methoxy-phenyl)-2-(2-trimethylsilanyl-ethoxymethyl)-2H-thieno[3,2-c]pyrazole), C(CN)N (ethylenediamine), [F-].C(CCC)[N+](CCCC)(CCCC)CCCC (tetrabutylammonium fluoride). Solvent: O1CCCC1 (tetrahydrofuran). Reaction conditions: temperature 70 celsius, time 21.5 hour. Yields the product COC=1C=C(C=CC1)C1=CC=2NN=CC2S1 (5-(3-methoxy-phenyl)-1H-thieno[3,2-c]pyrazole). Isolated yield 87.0%. Reaction SMILES: [CH3:1][O:2][C:3]1[CH:4]=[C:5]([C:9]2[S:16][C:15]3[CH:14]=[N:13][N:12](COCC[Si](C)(C)C)[C:11]=3[CH:10]=2)[CH:6]=[CH:7][CH:8]=1.COC1C=C(C2SC3C(=NN(COCC[Si](C)(C)C)C=3)C=2)C=CC=1.C(N)CN.[F-].C([N+](CCCC)(CCCC)CCCC)CCC>O1CCCC1>[CH3:1][O:2][C:3]1[CH:4]=[C:5]([C:9]2[S:16][C:15]3[CH:14]=[N:13][NH:12][C:11]=3[CH:10]=2)[CH:6]=[CH:7][CH:8]=1 |f:3.4|. Procedure: A portion of this mixture of 5-(3-methoxy-phenyl)-1-(2-trimethylsilanyl-ethoxymethyl)-1H-thieno[3,2-c]pyrazole and 5-(3-methoxy-phenyl)-2-(2-trimethylsilanyl-ethoxymethyl)-2H-thieno[3,2-c]pyrazole (4.41 g, 12.2 mmol) and ethylenediamine (2.50 mL, 37.0 mmol) at room temperature under nitrogen was added tetrabutylammonium fluoride (61.0 mL of a 1 M tetrahydrofuran solution, 61.0 mmol) and the resulting solution heated at 70° C. After 21.5 hours, the reaction was cooled to room temperature and the ... The reactants are C1(=CC=CC=C1)C(=O)C=O (phenylglyoxal), CC1=CC=C(C=C1)CCCN (3-(4-Methylphenyl)propanamine). The product is CC1=CC=C(C=C1)CCCNCC(C1=CC=CC=C1)O (N-(3-(4-Methylphenyl)propyl)-2-hydroxy-2-phenylethanamine). RXN SMILES: [C:1]1([C:7]([CH:9]=O)=[O:8])[CH:6]=[CH:5][CH:4]=[CH:3][CH:2]=1.[CH3:11][C:12]1[CH:17]=[CH:16][C:15]([CH2:18][CH2:19][CH2:20][NH2:21])=[CH:14][CH:13]=1>>[CH3:11][C:12]1[CH:17]=[CH:16][C:15]([CH2:18][CH2:19][CH2:20][NH:21][CH2:9][CH:7]([OH:8])[C:1]2[CH:6]=[CH:5][CH:4]=[CH:3][CH:2]=2)=[CH:14][CH:13]=1. Procedure: The title compound was prepared in the manner described in Example 9 using phenylglyoxal and 3-(4-Methylphenyl)propanamine. Recrystallization of the chromatographed material from benzene-hexane gave the title compound m.p. 114-116. τ(CDCL3) 8.15 (2H, m), 7.7 (3H, s), 6.9-7.5 (6H, m+2H, disappears with D2O), 5.3 (1H, m), 2.9 (4H, s), 2.7 (5H, m). Reactants: CC1(C)C(C#N)C1C=C(Cl)Cl, CCO, O, O=S(=O)(O)O. The product is CCOC(=O)C1C(C=C(Cl)Cl)C1(C)C. Reaction SMILES: [C:1](#[N:2])[CH:3]1[C:4]([CH3:10])([CH3:11])[CH:5]1[CH:6]=[C:7]([Cl:8])[Cl:9].[CH3:17][CH2:18][OH:19].[OH2:20].[S:12]([OH:13])(=[O:14])(=[O:15])[OH:16]>>[C:1]([CH:3]1[C:4]([CH3:10])([CH3:11])[CH:5]1[CH:6]=[C:7]([Cl:8])[Cl:9])(=[O:13])[O:19][CH2:18][CH3:17]. Reactants: C1CCCCC1, CO, CN(C)c1ccncc1, COC(=O)C1CCCC1=O, OCc1ccccc1. Yields the product O=C1CCCC1C(=O)OCc1ccccc1. RXN SMILES: [CH2:30]1[CH2:31][CH2:32][CH2:33][CH2:34][CH2:35]1.[CH3:19][OH:20].[CH3:21][N:22]([c:23]1[cH:24][cH:25][n:26][cH:27][cH:28]1)[CH3:29].[O:1]=[C:2]1[CH:3]([C:7](=[O:8])[O:9][CH3:10])[CH2:4][CH2:5][CH2:6]1.[OH:11][CH2:12][c:13]1[cH:14][cH:15][cH:16][cH:17][cH:18]1>>[O:1]=[C:2]1[CH:3]([C:7](=[O:8])[O:9][CH2:10][c:13]2[cH:14][cH:15][cH:16][cH:17][cH:18]2)[CH2:4][CH2:5][CH2:6]1. The reactants are CO, Cl, [Na+], [OH-], O, COC(=O)c1ccc(C(C)(O)c2ncc(-c3cc(C)cc(Nc4nccc(C(F)(F)F)n4)c3)s2)cn1. Product: Cc1cc(Nc2nccc(C(F)(F)F)n2)cc(-c2cnc(C(C)(O)c3ccc(C(=O)O)nc3)s2)c1. RXN SMILES: [CH3:40][OH:41].[ClH:39].[Na+:38].[OH-:37].[OH2:42].[OH:1][C:2]([CH3:3])([c:4]1[s:5][c:6](-[c:9]2[cH:10][c:11]([CH3:26])[cH:12][c:13]([NH:15][c:16]3[n:17][cH:18][cH:19][c:20]([C:22]([F:23])([F:24])[F:25])[n:21]3)[cH:14]2)[cH:7][n:8]1)[c:27]1[cH:28][cH:29][c:30]([C:33](=[O:34])[O:35][CH3:36])[n:31][cH:32]1>>[OH:1][C:2]([CH3:3])([c:4]1[s:5][c:6](-[c:9]2[cH:10][c:11]([CH3:26])[cH:12][c:13]([NH:15][c:16]3[n:17][cH:18][cH:19][c:20]([C:22]([F:23])([F:24])[F:25])[n:21]3)[cH:14]2)[cH:7][n:8]1)[c:27]1[cH:28][cH:29][c:30]([C:33](=[O:34])[OH:35])[n:31][cH:32]1.